describe an organic reaction: reactants, conditions, products, and yield From a dataset of the Open Reaction Database (ORD), a public repository of structured organic reaction records. Starting materials: CCCc1nc(CC)c2c(=O)[nH]c(-c3cc(S(=O)(=O)Cl)ccc3OCC)nn12, CCNCCO, CN(C)c1ccccn1, ClCCl. Product: CCCc1nc(CC)c2c(=O)[nH]c(-c3cc(S(=O)(=O)N(CC)CCO)ccc3OCC)nn12. RXN SMILES: [CH2:1]([CH3:2])[O:3][c:4]1[c:5](-[c:14]2[n:15][n:16]3[c:17]([c:18](=[O:20])[nH:19]2)[c:21]([CH2:27][CH3:28])[n:22][c:23]3[CH2:24][CH2:25][CH3:26])[cH:6][c:7]([S:10](=[O:11])(=[O:12])[Cl:13])[cH:8][cH:9]1.[CH2:38]([CH3:39])[NH:40][CH2:41][CH2:42][OH:43].[CH3:29][N:30]([c:31]1[cH:32][cH:33][cH:34][cH:35][n:36]1)[CH3:37].[Cl:44][CH2:45][Cl:46]>>[CH2:1]([CH3:2])[O:3][c:4]1[c:5](-[c:14]2[n:15][n:16]3[c:17]([c:18](=[O:20])[nH:19]2)[c:21]([CH2:27][CH3:28])[n:22][c:23]3[CH2:24][CH2:25][CH3:26])[cH:6][c:7]([S:10](=[O:11])(=[O:12])[N:40]([CH2:38][CH3:39])[CH2:41][CH2:42][OH:43])[cH:8][cH:9]1. Starting materials: C1CCOC1 (THF), NC1=C(C(=O)O)C=CC=C1 (2-aminobenzoic acid), C(C)NCC (Diethyl amine). Run in S(=O)(Cl)Cl (thionyl chloride). Run at temperature 0 celsius, time 2 hour. Product: NC1=C(C(=O)N(C)C)C=CC=C1 (2-amino-N,N-dimethylbenzamide). As a reaction SMILES: [NH2:1][C:2]1[CH:10]=[CH:9][CH:8]=[CH:7][C:3]=1[C:4](O)=[O:5].C1COCC1.[CH2:16]([NH:18][CH2:19]C)C>S(Cl)(Cl)=O>[NH2:1][C:2]1[CH:10]=[CH:9][CH:8]=[CH:7][C:3]=1[C:4]([N:18]([CH3:19])[CH3:16])=[O:5]. Procedure details: A solution of 2-aminobenzoic acid (1.0 g, 7.3 mmol) in thionyl chloride (20 mL) was refluxed for 3 hours. Excess of thionyl chloride was removed. And the residue was treated with toluene (3×10 mL) to remove the excess thionyl chloride. To the crude product obtained was added THF (20 mL) and the resulting solution was cooled to 0° C. Diethyl amine (3.78 mL, 36 mmol) was added and the resulting solution was stirred for 2 hrs at room temperature. The solvent was removed under reduced pressure and r... Starting materials: FC1=C(C(=O)NC=2C=C3C(=NC2)N(C(=C3)C3=CCN(CC3)C(=O)OC(C)(C)C)S(=O)(=O)C3=CC=CC=C3)C(=CC=C1NS(=O)(=O)CCC)F (tert-butyl 4-(5-(2,6-difluoro-3-(propylsulfonamido)benzamido)-1-(phenylsulfonyl)-1H-pyrrolo[2,3-b]pyridin-2-yl)-5,6-dihydropyridine-1(2H)-carboxylate), FC(C(=O)O)(F)F (trifluoroacetic acid). Run in C(Cl)Cl (CH2Cl2). Run at time 2 hour. Yields the product FC1=C(C(=O)NC=2C=C3C(=NC2)N(C(=C3)C=3CCNCC3)S(=O)(=O)C3=CC=CC=C3)C(=CC=C1NS(=O)(=O)CCC)F (2,6-difluoro-N-(1-(phenylsulfonyl)-2-(1,2,3,6-tetrahydropyridin-4-yl)-1H-pyrrolo[2,3-b]pyridin-5-yl)-3-(propylsulfonamido)benzamide). Yield: 67.3%. Reaction SMILES: [F:1][C:2]1[C:41]([NH:42][S:43]([CH2:46][CH2:47][CH3:48])(=[O:45])=[O:44])=[CH:40][CH:39]=[C:38]([F:49])[C:3]=1[C:4]([NH:6][C:7]1[CH:8]=[C:9]2[CH:15]=[C:14]([C:16]3[CH2:21][CH2:20][N:19](C(OC(C)(C)C)=O)[CH2:18][CH:17]=3)[N:13]([S:29]([C:32]3[CH:37]=[CH:36][CH:35]=[CH:34][CH:33]=3)(=[O:31])=[O:30])[C:10]2=[N:11][CH:12]=1)=[O:5].FC(F)(F)C(O)=O>C(Cl)Cl>[F:1][C:2]1[C:41]([NH:42][S:43]([CH2:46][CH2:47][CH3:48])(=[O:45])=[O:44])=[CH:40][CH:39]=[C:38]([F:49])[C:3]=1[C:4]([NH:6][C:7]1[CH:8]=[C:9]2[CH:15]=[C:14]([C:16]3[CH2:21][CH2:20][NH:19][CH2:18][CH:17]=3)[N:13]([S:29]([C:32]3[CH:37]=[CH:36][CH:35]=[CH:34][CH:33]=3)(=[O:30])=[O:31])[C:10]2=[N:11][CH:12]=1)=[O:5]. Procedure details: A solution of tert-butyl 4-(5-(2,6-difluoro-3-(propylsulfonamido)benzamido)-1-(phenylsulfonyl)-1H-pyrrolo[2,3-b]pyridin-2-yl)-5,6-dihydropyridine-1(2H)-carboxylate (50 mg, 0.07 mmol) in CH2Cl2 (5 mL) was treated with trifluoroacetic acid (3 mL). After 2 hours, the volatiles were removed under reduced pressure, and the residue was partitioned between EtOAc and saturated NaHCO3. The organic layer was dried (MgSO4), filtered, concentrated, and purified by silica gel chromatography (eluting with 90:... The reactants are [OH-].[Na+] (sodium hydroxide), CS(=O)(=O)NC1=CC=C(C=C1)SC1CCN(CC1)CCC=1C=NC=CC1 (4-(4-methylsulfonylaminophenylthio)-1-[2-(3-pyridyl)ethyl]piperidine), I(=O)(=O)(=O)[O-].[Na+] (sodium periodate), Cl (hydrochloric acid). Run in CO (methanol). Reaction conditions: time 1 hour. Yields the product CS(=O)(=O)NC1=CC=C(C=C1)S(=O)C1CCN(CC1)CCC=1C=NC=CC1 (4-(4-Methylsulfonylaminophenylsulfinyl)-1-[2-(3-pyridyl)ethyl]piperidine). Yield: 65.2%. As a reaction SMILES: [CH3:1][S:2]([NH:5][C:6]1[CH:11]=[CH:10][C:9]([S:12][CH:13]2[CH2:18][CH2:17][N:16]([CH2:19][CH2:20][C:21]3[CH:22]=[N:23][CH:24]=[CH:25][CH:26]=3)[CH2:15][CH2:14]2)=[CH:8][CH:7]=1)(=[O:4])=[O:3].I([O-])(=O)(=O)=[O:28].[Na+].Cl.[OH-].[Na+]>CO>[CH3:1][S:2]([NH:5][C:6]1[CH:11]=[CH:10][C:9]([S:12]([CH:13]2[CH2:14][CH2:15][N:16]([CH2:19][CH2:20][C:21]3[CH:22]=[N:23][CH:24]=[CH:25][CH:26]=3)[CH2:17][CH2:18]2)=[O:28])=[CH:8][CH:7]=1)(=[O:4])=[O:3] |f:1.2,4.5|. Procedure: A mixture of 0.50 g (1.28 mmol) of 4-(4-methylsulfonylaminophenylthio)-1-[2-(3-pyridyl)ethyl]piperidine, 0.33 g (1.53 mmol) of sodium periodate, 5 ml of 1N hydrochloric acid and 5 ml of methanol was stirred at room temperature for 1 h. About 5 ml of a 1N sodium hydroxide solution was added thereto to adjust the pH to about 7. After extraction with chloroform, the organic layer was concentrated and the residue was purified by silica gel column chromatography (CHCl3 :CH3OH:NH4OH=95:5:0.5). The fra... Reactants: C1CN(CC2CC2)CCN1, O=C(NCCc1ccc(Cl)cc1)c1ccc(Cl)nc1. Yields the product O=C(NCCc1ccc(Cl)cc1)c1ccc(N2CCN(CC3CC3)CC2)nc1. As a reaction SMILES: [CH:20]1([CH2:23][N:24]2[CH2:25][CH2:26][NH:27][CH2:28][CH2:29]2)[CH2:21][CH2:22]1.[Cl:1][c:2]1[n:3][cH:4][c:5]([C:6](=[O:7])[NH:8][CH2:9][CH2:10][c:11]2[cH:12][cH:13][c:14]([Cl:17])[cH:15][cH:16]2)[cH:18][cH:19]1>>[c:2]1([N:27]2[CH2:26][CH2:25][N:24]([CH2:23][CH:20]3[CH2:21][CH2:22]3)[CH2:29][CH2:28]2)[n:3][cH:4][c:5]([C:6](=[O:7])[NH:8][CH2:9][CH2:10][c:11]2[cH:12][cH:13][c:14]([Cl:17])[cH:15][cH:16]2)[cH:18][cH:19]1.